describe an organic reaction: reactants, conditions, products, and yield From a dataset of the Open Reaction Database (ORD), a public repository of structured organic reaction records. The reactants are O=C1c2ncc3c(ccn3Cc3ccc(F)cc3F)c2CN1OCc1ccccc1, O=C1c2ncc3[nH]ccc3c2CN1OCc1ccccc1, CCO, Fc1ccc(CBr)c(F)c1, CCOCc1cn(Cc2ccc(F)cc2F)c2cnc(C(=O)OCC)cc12, [OH-], [OH-], [Pd+2]. Product: O=C1c2ncc3c(ccn3Cc3ccc(F)cc3F)c2CN1O. RXN SMILES: [CH2:1]([c:2]1[cH:3][cH:4][cH:5][cH:6][cH:7]1)[O:8][N:9]1[C:10](=[O:30])[c:11]2[n:12][cH:13][c:14]3[c:15]([c:16]2[CH2:17]1)[cH:18][cH:19][n:20]3[CH2:21][c:22]1[c:23]([F:29])[cH:24][c:25]([F:28])[cH:26][cH:27]1.[CH2:31]([O:32][N:33]1[CH2:34][c:35]2[c:36]([n:37][cH:38][c:39]3[nH:40][cH:41][cH:42][c:43]23)[C:44]1=[O:45])[c:46]1[cH:47][cH:48][cH:49][cH:50][cH:51]1.[CH3:89][CH2:90][OH:91].[F:52][c:53]1[cH:54][c:55]([F:56])[cH:57][cH:58][c:59]1[CH2:60][Br:61].[F:62][c:63]1[cH:64][c:65]([F:66])[cH:67][cH:68][c:69]1[CH2:70][n:71]1[c:72]2[cH:73][n:74][c:75]([C:76]([O:77][CH2:78][CH3:79])=[O:80])[cH:81][c:82]2[c:83]([CH2:84][O:85][CH2:86][CH3:87])[cH:88]1.[OH-:92].[OH-:94].[Pd+2:93]>>[OH:8][N:9]1[C:10](=[O:30])[c:11]2[n:12][cH:13][c:14]3[c:15]([c:16]2[CH2:17]1)[cH:18][cH:19][n:20]3[CH2:21][c:22]1[c:23]([F:29])[cH:24][c:25]([F:28])[cH:26][cH:27]1. Reactants: COc1cc(COc2cc(CO)n(-c3ccccc3)n2)ccc1OCc1nc(-c2ccccc2)oc1C, C1CCOC1. Product: COc1cc(COc2cc(C=O)n(-c3ccccc3)n2)ccc1OCc1nc(-c2ccccc2)oc1C. Reaction SMILES: [CH3:1][O:2][c:3]1[cH:4][c:5]([CH2:6][O:7][c:8]2[n:9][n:10](-[c:15]3[cH:16][cH:17][cH:18][cH:19][cH:20]3)[c:11]([CH2:13][OH:14])[cH:12]2)[cH:21][cH:22][c:23]1[O:24][CH2:25][c:26]1[n:27][c:28](-[c:32]2[cH:33][cH:34][cH:35][cH:36][cH:37]2)[o:29][c:30]1[CH3:31].[O:38]1[CH2:39][CH2:40][CH2:41][CH2:42]1>>[CH3:1][O:2][c:3]1[cH:4][c:5]([CH2:6][O:7][c:8]2[n:9][n:10](-[c:15]3[cH:16][cH:17][cH:18][cH:19][cH:20]3)[c:11]([CH:13]=[O:14])[cH:12]2)[cH:21][cH:22][c:23]1[O:24][CH2:25][c:26]1[n:27][c:28](-[c:32]2[cH:33][cH:34][cH:35][cH:36][cH:37]2)[o:29][c:30]1[CH3:31].